From a dataset of the Open Reaction Database (ORD), a public repository of structured organic reaction records. describe an organic reaction: reactants, conditions, products, and yield The reactants are [Mg] (magnesium), mercurie, [Cl-] (chloride), CCCC(CCCC)=O (4-octanone), C(C#C)Br (propargyl bromide), S(O)(O)(=O)=O (sulfuric acid). The solvent is CCOCC (ether), CCOCC (ether), C1=CC=CC=C1 (benzene). Yields the product OC(CC#C)(CCCC)CCC ((±) 4-Hydroxy-4-n-propyl-1-octyne). Reaction SMILES: [Mg].[Cl-].[CH3:3][CH2:4][CH2:5][C:6](=[O:11])[CH2:7][CH2:8][CH2:9][CH3:10].[CH2:12](Br)[C:13]#[CH:14].S(=O)(=O)(O)O>CCOCC.C1C=CC=CC=1>[OH:11][C:6]([CH2:12][CH2:13][CH3:14])([CH2:7][CH2:8][CH2:9][CH3:10])[CH2:5][C:4]#[CH:3]. Procedure details: 14 Grams of powdered (50 mesh) magnesium metal is suspended in 80 ml of ether and activated by addition of 200 mg of mercurie chloride. A solution of 38.4 g of 4-octanone and 36.6 g of propargyl bromide in 120 ml of ether and 50 ml of benzene is added dropwise at a rate which produced a gentle reflux. After the addition is complete, the reaction mixture is stirred for several hours and is then poured into 500 ml of cold 5% sulfuric acid. The organic layer is separated, washed with water twice, d... Reactants: c12c(ccc(c1)Br)nccc2, c1(c(n[nH]c1)O)C(OCC)=O. Reagents/catalysts: c1ccc(cc1)-c2c3ccccc3cc4ccccc24 (9-Phenylanthracene), [Li+].C[Si](C)(C)[N-][Si](C)(C)C (LiHMDS), [Pd].C(P(C(C)(C)C)C(C)(C)C)(C)(C)C.C(P(C(C)(C)C)C(C)(C)C)(C)(C)C (Pd(P(tBu)3)2). Solvent: C1COCCO1 (Dioxane). Conditions: temperature 90 celsius, time 18 hour. Yields the product CCOC(=O)c1cn(nc1O)c2ccc3ncccc3c2. Reaction SMILES: [CH3:1][CH2:2][O:3][C:4]([c:6]1[c:10]([OH:11])[n:9][nH:8][cH:7]1)=[O:5].Br[c:12]1[cH:21][c:20]([c:15]2[cH:14][cH:13]1)[cH:19][cH:18][cH:17][n:16]2>>[CH3:1][CH2:2][O:3][C:4]([c:6]1[c:10]([OH:11])[n:9][n:8]([c:12]2[cH:21][c:20]([c:15]3[cH:14][cH:13]2)[cH:19][cH:18][cH:17][n:16]3)[cH:7]1)=[O:5]. Starting materials: C(C)(C)(C)[Si](OCC(OC=1C=C(C=C2C=C(NC12)C=1SC(CN1)CC(=O)O)OC1=CC=C(C=C1)S(=O)(=O)C)C)(C1=CC=CC=C1)C(C)(C)C ((2-{7-(2-{[di-tert-butyl(phenyl)silyl]oxy}-1-methylethoxy)-5-[4-(methylsulfonyl)phenoxy]-1H-indol-2-yl]-4,5-dihydro-1,3-thiazol-5-yl)acetic acid), Cl.CN(CCCN=C=NCC)C (3-(dimethylamino)propyl-3-ethylcarbodiimide hydrochloride), [NH4+].ON1N=NC2=C1C=CC=C2 (1-hydroxybenzotriazole ammonium salt), CN(C=O)C (N,N-dimethylformamide). Solvent: CCCCCC (hexane), O (Water), C(C)(=O)OCC (ethyl acetate). Reaction conditions: time 18 hour. Product: C(C)(C)(C)[Si](OCC(OC=1C=C(C=C2C=C(NC12)C=1SC(CN1)CC(=O)N)OC1=CC=C(C=C1)S(=O)(=O)C)C)(C1=CC=CC=C1)C(C)(C)C (2-(2-{7-(2-{[Di-tert-butyl(phenyl)silyl]oxy}-1-methylethoxy)-5-[4-(methylsulfonyl)phenoxy]-1H-indol-2-yl}-4,5-dihydro-1,3-thiazol-5-yl)acetamide). Isolated yield 82.0%. As a reaction SMILES: [C:1]([Si:5]([C:46]([CH3:49])([CH3:48])[CH3:47])([C:40]1[CH:45]=[CH:44][CH:43]=[CH:42][CH:41]=1)[O:6][CH2:7][CH:8]([CH3:39])[O:9][C:10]1[CH:11]=[C:12]([O:28][C:29]2[CH:34]=[CH:33][C:32]([S:35]([CH3:38])(=[O:37])=[O:36])=[CH:31][CH:30]=2)[CH:13]=[C:14]2[C:18]=1[NH:17][C:16]([C:19]1[S:20][CH:21]([CH2:24][C:25](O)=[O:26])[CH2:22][N:23]=1)=[CH:15]2)([CH3:4])([CH3:3])[CH3:2].Cl.C[N:52](C)CCCN=C=NCC.[NH4+].ON1C2C=CC=CC=2N=N1.CN(C)C=O>CCCCCC.C(OCC)(=O)C.O>[C:1]([Si:5]([C:46]([CH3:48])([CH3:47])[CH3:49])([C:40]1[CH:41]=[CH:42][CH:43]=[CH:44][CH:45]=1)[O:6][CH2:7][CH:8]([CH3:39])[O:9][C:10]1[CH:11]=[C:12]([O:28][C:29]2[CH:30]=[CH:31][C:32]([S:35]([CH3:38])(=[O:37])=[O:36])=[CH:33][CH:34]=2)[CH:13]=[C:14]2[C:18]=1[NH:17][C:16]([C:19]1[S:20][CH:21]([CH2:24][C:25]([NH2:52])=[O:26])[CH2:22][N:23]=1)=[CH:15]2)([CH3:3])([CH3:4])[CH3:2] |f:1.2,3.4|. Reported procedure: A mixture of (2-{7-(2-{[di-tert-butyl(phenyl)silyl]oxy}-1-methylethoxy)-5-[4-(methylsulfonyl)phenoxy]-1H-indol-2-yl]-4,5-dihydro-1,3-thiazol-5-yl)acetic acid (320 mg), 1-[3-(dimethylamino)propyl-3-ethylcarbodiimide hydrochloride (165 mg), 1-hydroxybenzotriazole ammonium salt (131 mg) and N,N-dimethylformamide (8 mL) was stirred at room temperature for 18 hr. Water was added to the reaction solution, and the mixture was subjected to extraction with ethyl acetate. The organic layer was washed with... Reactants: C(CCCCCCCCCCCCC)OC1=CC=C(O1)C(=O)OCCBr (2-bromoethyl 5-(tetradecyloxy)furan-2-carboxylate), CNC (dimethylamine), solution. The solvent is C1CCOC1 (THF), C1CCOC1 (THF). Run at time 12 hour. Product: C(CCCCCCCCCCCCC)OC1=CC=C(O1)C(=O)OCCN(C)C (2-(dimethylamino)ethyl 5-(tetradecyloxy)furan-2-carboxylate). The yield is 71.0%. Reaction SMILES: [CH2:1]([O:15][C:16]1[O:20][C:19]([C:21]([O:23][CH2:24][CH2:25]Br)=[O:22])=[CH:18][CH:17]=1)[CH2:2][CH2:3][CH2:4][CH2:5][CH2:6][CH2:7][CH2:8][CH2:9][CH2:10][CH2:11][CH2:12][CH2:13][CH3:14].[CH3:27][NH:28][CH3:29]>C1COCC1>[CH2:1]([O:15][C:16]1[O:20][C:19]([C:21]([O:23][CH2:24][CH2:25][N:28]([CH3:29])[CH3:27])=[O:22])=[CH:18][CH:17]=1)[CH2:2][CH2:3][CH2:4][CH2:5][CH2:6][CH2:7][CH2:8][CH2:9][CH2:10][CH2:11][CH2:12][CH2:13][CH3:14]. Reported procedure: To a solution of 2-bromoethyl 5-(tetradecyloxy)furan-2-carboxylate (0.186 g, 0.43 mmol) (prepared in Example 5) in THF at 0° C. was added dimethylamine (1 mL of a 2M solution in THF, 2.15 mmol) with stirring. The solution was allowed to warm to room temperature and stirring was continued for 12 hrs at which time the reaction was concentrated to dryness. The crude material was purified by flash chromatography eluting with ethyl acetate in hexanes (5-35%) to yield 0.121 g (71%) of the title compou...